The task is: describe an organic reaction: reactants, conditions, products, and yield. This data is from the Open Reaction Database (ORD), a public repository of structured organic reaction records. Starting materials: O=C([O-])[O-], CC(=O)Oc1c(Cl)cccc1C1CC1, CO, [K+], [K+], O. Yields the product Oc1c(Cl)cccc1C1CC1. RXN SMILES: [C:1](=[O:2])([O-:3])[O-:4].[C:7](=[O:8])([CH3:9])[O:10][c:11]1[c:12]([Cl:20])[cH:13][cH:14][cH:15][c:16]1[CH:17]1[CH2:18][CH2:19]1.[CH3:22][OH:23].[K+:5].[K+:6].[OH2:21]>>[OH:10][c:11]1[c:12]([Cl:20])[cH:13][cH:14][cH:15][c:16]1[CH:17]1[CH2:18][CH2:19]1.